The task is: describe an organic reaction: reactants, conditions, products, and yield. This data is from the Open Reaction Database (ORD), a public repository of structured organic reaction records. Starting materials: C(C)(=O)OCC (ethyl acetate), ClC1=C(C=C(C=C1C)[N+](=O)[O-])C (4-Chloro-3,5-dimethylnitrobenzene), C(C)(C)C=1C=C(C=CC1OC)O (3-isopropyl-4-methoxyphenol), C([O-])([O-])=O.[K+].[K+] (potassium carbonate). Solvent: CS(=O)C (dimethylsulfoxide). The product is CC=1C=C(C=C(C1OC1=CC(=C(C=C1)OC)C(C)C)C)[N+](=O)[O-] (3,5-dimethyl-4-(3'-isopropyl-4'-methoxyphenoxy)-nitrobenzene). As a reaction SMILES: Cl[C:2]1[C:7]([CH3:8])=[CH:6][C:5]([N+:9]([O-:11])=[O:10])=[CH:4][C:3]=1[CH3:12].[CH:13]([C:16]1[CH:17]=[C:18]([OH:24])[CH:19]=[CH:20][C:21]=1[O:22][CH3:23])([CH3:15])[CH3:14].C(=O)([O-])[O-].[K+].[K+].C(OCC)(=O)C>CS(C)=O>[CH3:12][C:3]1[CH:4]=[C:5]([N+:9]([O-:11])=[O:10])[CH:6]=[C:7]([CH3:8])[C:2]=1[O:24][C:18]1[CH:19]=[CH:20][C:21]([O:22][CH3:23])=[C:16]([CH:13]([CH3:15])[CH3:14])[CH:17]=1 |f:2.3.4|. Procedure: 4-Chloro-3,5-dimethylnitrobenzene (2.12 g), 1.9 g of 3-isopropyl-4-methoxyphenol, and 1.74 g of potassium carbonate are heated 18 hrs at 125° in 25 ml dimethylsulfoxide. The mixture is poured into ethyl acetate and extracted once with water and five times with brine. The ethyl acetate is dried, filtered, and stripped to yield an oil which is chromatographed on silica gel with 97:3 hexane:ethyl acetate to afford 3,5-dimethyl-4-(3'-isopropyl-4'-methoxyphenoxy)-nitrobenzene. NMR (CDCl3): δ1.1 (6H,d... Reactants: CC=1C(=C2C=CC(=NC2=CC1)N1C[C@@H](CC1)OS(=O)(=O)C)NC(CC1CCCCC1)=O (N-[6-methyl-2-[(3R)-3-[(methylsulfonyl)oxy]-1-pyrrolidinyl]-5-quinolinyl]-cyclohexaneacetamide), NCCO (2-amino-ethanol). Solvent: C(C)#N (acetonitrile). The product is OCCN[C@@H]1CN(CC1)C1=NC2=CC=C(C(=C2C=C1)NC(CC1CCCCC1)=O)C (N-[2-[(3S)-3-[(2-Hydroxyethyl)amino]-1-pyrrolidinyl]-6-methyl-5-quinolinyl]-cyclohexaneacetamide). As a reaction SMILES: [CH3:1][C:2]1[C:3]([NH:22][C:23](=[O:31])[CH2:24][CH:25]2[CH2:30][CH2:29][CH2:28][CH2:27][CH2:26]2)=[C:4]2[C:9](=[CH:10][CH:11]=1)[N:8]=[C:7]([N:12]1[CH2:16][CH2:15][C@@H:14](OS(C)(=O)=O)[CH2:13]1)[CH:6]=[CH:5]2.[NH2:32][CH2:33][CH2:34][OH:35]>C(#N)C>[OH:35][CH2:34][CH2:33][NH:32][C@H:14]1[CH2:15][CH2:16][N:12]([C:7]2[CH:6]=[CH:5][C:4]3[C:9](=[CH:10][CH:11]=[C:2]([CH3:1])[C:3]=3[NH:22][C:23](=[O:31])[CH2:24][CH:25]3[CH2:30][CH2:29][CH2:28][CH2:27][CH2:26]3)[N:8]=2)[CH2:13]1. Procedure details: Prepared according to the method of example 33(b), using N-[6-methyl-2-[(3R)-3-[(methylsulfonyl)oxy]-1-pyrrolidinyl]-5-quinolinyl]-cyclohexaneacetamide (Example 86(a)) (0.16 g), 2-amino-ethanol (0.065 mL), and acetonitrile (4 mL). Purification (SiO2, 7M ammonia in methanol:methanol:dichloromethane 1:2:99 as eluant) gave the title compound (0.06 g). Reactants: C1(=CC=CC=C1)C(N1CC(C1)(C)OC)C1=CC=CC=C1 (1-(diphenylmethyl)-3-methoxy-3-methylazetidine), C(C)(=O)O (acetic acid), P(=O)(O)([O-])[O-].[K+].[K+] (dipotassium hydrogen phosphate), FC=1C=C(C=CC1F)[N+](=O)[O-] (3,4-difluoronitrobenzene). Reagents/catalysts: [OH-].[OH-].[Pd+2] (palladium hydroxide on carbon). The solvent is O1CCCC1.C(C)O (tetrahydrofuran ethanol), O (water), CCCCCC.C(C)(=O)OCC (hexane ethyl acetate), CS(=O)C (dimethyl sulfoxide). The product is FC=1C=C(C=CC1N1CC(C1)(C)OC)[N+](=O)[O-] (3-fluoro-4-(3-methoxy-3-methyl-1-azetidinyl)nitrobenzene). Isolated yield 93.7%. Reaction SMILES: C1(C(C2C=CC=CC=2)[N:8]2[CH2:11][C:10]([O:13][CH3:14])([CH3:12])[CH2:9]2)C=CC=CC=1.C(O)(=O)C.P([O-])([O-])(O)=O.[K+].[K+].[F:32][C:33]1[CH:34]=[C:35]([N+:40]([O-:42])=[O:41])[CH:36]=[CH:37][C:38]=1F>O1CCCC1.C(O)C.CS(C)=O.O.[OH-].[OH-].[Pd+2].CCCCCC.C(OCC)(=O)C>[F:32][C:33]1[CH:34]=[C:35]([N+:40]([O-:42])=[O:41])[CH:36]=[CH:37][C:38]=1[N:8]1[CH2:11][C:10]([O:13][CH3:14])([CH3:12])[CH2:9]1 |f:2.3.4,6.7,10.11.12,13.14|. Reported procedure: A solution of 1-(diphenylmethyl)-3-methoxy-3-methylazetidine (2.20 g, 8.2 mmol) in 25% tetrahydrofuran/ethanol was treated with glacial acetic acid (1.60 g, 1.50 mL, 24.7 mmol) and then palladium hydroxide on carbon (0.220 g) under a nitrogen stream. The reaction mixture was shaken on a Parr apparatus under 35 psi of H2. At this time TLC analysis (9:1 hexane/ethyl acetate) revealed the reaction to be complete. The mixture was filtered through Celite® (ethyl acetate wash) and the filtrate concent... Reactants: [H-].[Al+3].[Li+].[H-].[H-].[H-] (Lithium aluminium hydride), NC1=C(O[C@H]2C[C@H](N(C2)C(=O)OC(C)(C)C)C(=O)OC)C=C(C=C1)F ((2S,4S)-1-tert butyl 2-methyl 4-(2-amino-5-fluorophenoxy)pyrrolidine-1,2-dicarboxylate). Run in C1CCOC1 (THF). Run at time 4 hour. Yields the product NC1=C(O[C@H]2C[C@H](N(C2)C(=O)OC(C)(C)C)CO)C=C(C=C1)F ((2S,4S)-tert-butyl 4-(2-amino-5-fluorophenoxy)-2-(hydroxymethyl)pyrrolidine-1-carboxylate). Reaction SMILES: [H-].[Al+3].[Li+].[H-].[H-].[H-].[NH2:7][C:8]1[CH:30]=[CH:29][C:28]([F:31])=[CH:27][C:9]=1[O:10][C@@H:11]1[CH2:15][N:14]([C:16]([O:18][C:19]([CH3:22])([CH3:21])[CH3:20])=[O:17])[C@H:13]([C:23](OC)=[O:24])[CH2:12]1>C1COCC1>[NH2:7][C:8]1[CH:30]=[CH:29][C:28]([F:31])=[CH:27][C:9]=1[O:10][C@@H:11]1[CH2:15][N:14]([C:16]([O:18][C:19]([CH3:21])([CH3:22])[CH3:20])=[O:17])[C@H:13]([CH2:23][OH:24])[CH2:12]1 |f:0.1.2.3.4.5|. Reported procedure: Lithium aluminium hydride (540.0 mg) added to a cooled (0-4° C.) solution of (2S,4S)-1-tert butyl 2-methyl 4-(2-amino-5-fluorophenoxy)pyrrolidine-1,2-dicarboxylate (3.36 g) in THF (30.0 ml). The reaction mixture was stirred at this temperature for 4 h. After this time the mixture was quenched with water (0.54 ml), NaOH (2M; 0.54 ml) and water (3×0.54 ml). The mixture was stirred for 1.5 h, then diluted with EtOAc and MgSO4 was added. The suspension was filtered through celite and the filtrate ev...